describe an organic reaction: reactants, conditions, products, and yield From a dataset of the Open Reaction Database (ORD), a public repository of structured organic reaction records. Reactants: [Si](C)(C)(C(C)(C)C)O[C@@H]([C@H](CC1=CC(=CC(=C1)F)F)NC(C1=CC(=CC(=C1)C=1OC=CN1)C(=O)N1[C@H](CCC1)COC)=O)[C@@H]1N(C[C@@H](C1)OCCC)C(=O)OC(C)(C)C ((2R,4R)-tert-butyl 2-((1S,2S)-1-(tert-butyldimethylsilyloxy)-3-(3,5-difluorophenyl)-2-(3-((R)-2-(methoxymethyl)pyrrolidine-1-carbonyl)-5-(oxazol-2-yl)benzamido)propyl)-4-propoxypyrrolidine-1-carboxylate), [Si](C)(C)(C(C)(C)C)O[C@@H]([C@H](CC1=CC(=CC(=C1)F)F)NC(C1=CC(=CC(=C1)N1C(CCC1)=O)OC(C)C)=O)[C@@H]1N(C[C@@H](C1)OCCC)C(=O)OC(C)(C)C ((2R,4R)-tert-butyl 2-((1S,2S)-1-(tert-butyldimethylsilyloxy)-3-(3,5-difluorophenyl)-2-(3-isopropoxy-5-(2-oxopyrrolidin-1-yl)benzamido) propyl)-4-propoxypyrrolidine-1-carboxylate), [Si](C)(C)(C(C)(C)C)O[C@@H]([C@H](CC1=CC(=CC(=C1)F)F)NC(C1=CC(=CC(=C1)N1C(CCC1)=O)O)=O)[C@@H]1N(C[C@@H](C1)OCCC)C(=O)OC(C)(C)C ((2R,4R)-tert-butyl 2-((1S,2S)-1-(tert-butyldimethylsilyloxy)-3-(3,5-difluorophenyl)-2-(3-hydroxy-5-(2-oxopyrrolidin-1-yl)benzamido)propyl)-4-propoxypyrrolidine-1-carboxylate), C([O-])([O-])=O.[Cs+].[Cs+] (cesium carbonate), IC(C)C (2-iodopropane). The solvent is C(C)(=O)OCC (Ethyl acetate), CN(C)C=O (DMF). The product is FC=1C=C(C=C(C1)F)C[C@@H]([C@@H]([C@@H]1NC[C@@H](C1)OCCC)O)NC(C1=CC(=CC(=C1)N1C(CCC1)=O)OC(C)C)=O (N-((1R,2S)-3-(3,5-difluorophenyl)-1-hydroxy-1-((2R,4R)-4-propoxypyrrolidin-2-yl)propan-2-yl)-3-isopropoxy-5-(2-oxopyrrolidin-1-yl)benzamide). RXN SMILES: [Si](O[C@H]([C@H]1C[C@@H](OCCC)CN1C(OC(C)(C)C)=O)[C@@H](NC(=O)C1C=C(C2OC=CN=2)C=C(C(N2CCC[C@@H]2COC)=O)C=1)CC1C=C(F)C=C(F)C=1)(C(C)(C)C)(C)C.[Si]([O:67][C@H:68]([C@H:98]1[CH2:102][C@@H:101]([O:103][CH2:104][CH2:105][CH3:106])[CH2:100][N:99]1C(OC(C)(C)C)=O)[C@@H:69]([NH:79][C:80](=[O:97])[C:81]1[CH:86]=[C:85]([N:87]2[CH2:91][CH2:90][CH2:89][C:88]2=[O:92])[CH:84]=[C:83]([O:93][CH:94]([CH3:96])[CH3:95])[CH:82]=1)[CH2:70][C:71]1[CH:76]=[C:75]([F:77])[CH:74]=[C:73]([F:78])[CH:72]=1)(C(C)(C)C)(C)C.[Si](O[C@H]([C@H]1C[C@@H](OCCC)CN1C(OC(C)(C)C)=O)[C@@H](NC(=O)C1C=C(N2CCCC2=O)C=C(O)C=1)CC1C=C(F)C=C(F)C=1)(C(C)(C)C)(C)C.C(=O)([O-])[O-].[Cs+].[Cs+].IC(C)C>CN(C=O)C.C(OCC)(=O)C>[F:78][C:73]1[CH:72]=[C:71]([CH2:70][C@H:69]([NH:79][C:80](=[O:97])[C:81]2[CH:86]=[C:85]([N:87]3[CH2:91][CH2:90][CH2:89][C:88]3=[O:92])[CH:84]=[C:83]([O:93][CH:94]([CH3:96])[CH3:95])[CH:82]=2)[C@H:68]([OH:67])[C@H:98]2[CH2:102][C@@H:101]([O:103][CH2:104][CH2:105][CH3:106])[CH2:100][NH:99]2)[CH:76]=[C:75]([F:77])[CH:74]=1 |f:3.4.5|. Reported procedure: Step 14 (A): (2R,4R)-tert-butyl 2-((1S,2S)-1-(tert-butyldimethylsilyloxy)-3-(3,5-difluorophenyl)-2-(3-isopropoxy-5-(2-oxopyrrolidin-1-yl)benzamido) propyl)-4-propoxypyrrolidine-1-carboxylate. To a solution of (2R,4R)-tert-butyl 2-((1S,2S)-1-(tert-butyldimethylsilyloxy)-3-(3,5-difluorophenyl)-2-(3-hydroxy-5-(2-oxopyrrolidin-1-yl)benzamido)propyl)-4-propoxypyrrolidine-1-carboxylate (Preparation I, 38 mg, 0.05 mmol) in DMF (1 mL) were added cesium carbonate (29 mg, 0.09 mmol) and 2-iodopropane (42 ... The reactants are C(C)OC(C(C)N1C=CC2=CC=C(C=C12)OCCCC#CC1=CC=C(C=C1)OC(F)(F)F)=O ([rac]-2-{6-[5-(4-trifluoromethoxy-phenyl)-pent-4-ynyloxy]-indol-1-yl}-propionic acid ethyl ester), [Li+].[OH-] (LiOH). The product is FC(OC1=CC=C(C=C1)C#CCCCOC1=CC=C2C=CN(C2=C1)C(C(=O)O)C)(F)F ([rac]-2-{6-[5-(4-Trifluoromethoxy-phenyl)-pent-4-ynyloxy]-indol-1-yl}-propionic acid). Procedure: In analogy to the procedure described for example 1 e], [rac]-2-{6-[5-(4-trifluoromethoxy-phenyl)-pent-4-ynyloxy]-indol-1-yl}-propionic acid ethyl ester was treated with LiOH to obtain the title compound as yellow oil. RXN SMILES: C([O:3][C:4](=[O:33])[CH:5]([N:7]1[C:15]2[C:10](=[CH:11][CH:12]=[C:13]([O:16][CH2:17][CH2:18][CH2:19][C:20]#[C:21][C:22]3[CH:27]=[CH:26][C:25]([O:28][C:29]([F:32])([F:31])[F:30])=[CH:24][CH:23]=3)[CH:14]=2)[CH:9]=[CH:8]1)[CH3:6])C.[Li+].[OH-]>>[F:31][C:29]([F:30])([F:32])[O:28][C:25]1[CH:24]=[CH:23][C:22]([C:21]#[C:20][CH2:19][CH2:18][CH2:17][O:16][C:13]2[CH:14]=[C:15]3[C:10]([CH:9]=[CH:8][N:7]3[CH:5]([CH3:6])[C:4]([OH:33])=[O:3])=[CH:11][CH:12]=2)=[CH:27][CH:26]=1 |f:1.2|. Starting materials: C1CCOC1, C#CCC1(C(F)(F)F)CC(C)(C)c2ccccc2C(O)O1, CC=C(C)C, [O-][Cl+][O-], [Na+], [Na+], [Na+], O, O=P([O-])([O-])O. Yields the product C#CCC(O)(CC(C)(C)c1ccccc1C(=O)O)C(F)(F)F. RXN SMILES: [CH2:27]1[CH2:30][CH2:29][CH2:28][O:31]1.[CH3:1][C:2]1([CH3:21])[c:3]2[c:4]([cH:17][cH:18][cH:19][cH:20]2)[CH:5]([OH:16])[O:6][C:7]([C:9]([F:10])([F:11])[F:12])([CH2:13][C:14]#[CH:15])[CH2:8]1.[CH3:22][C:23](=[CH:24][CH3:25])[CH3:26].[Cl+:32]([O-:33])[O-:34].[Na+:35].[Na+:41].[Na+:42].[OH2:43].[P:36]([O-:37])([O-:38])([OH:39])=[O:40]>>[CH3:1][C:2]([c:3]1[c:4]([C:5](=[O:16])[OH:31])[cH:17][cH:18][cH:19][cH:20]1)([CH2:8][C:7]([OH:6])([C:9]([F:10])([F:11])[F:12])[CH2:13][C:14]#[CH:15])[CH3:21]. Product: C(CCC)OCCC(CCCC(C)(C)C1=C(C=CC(=C1)C(C)(CCCC(=O)OC)C)O)C (2-(8-n-butyloxy-2,6-dimethyl-oct-2-yl)-4-(5-methoxycarbonyl-2-methyl-pent-2-yl)-phenol). Starting materials: COC(=O)CCCC(C)(C)C1=CC=C(C=C1)O (4-(5-methoxycarbonyl-2-methyl-pent-2-yl)-phenol), C(CCC)OCCC(C)CCC=C(C)C (citronellyl n-butyl ether), Cl(=O)(=O)(=O)O (perchloric acid). Reaction SMILES: [CH3:1][O:2][C:3]([CH2:5][CH2:6][CH2:7][C:8]([C:11]1[CH:16]=[CH:15][C:14]([OH:17])=[CH:13][CH:12]=1)([CH3:10])[CH3:9])=[O:4].[CH2:18]([O:22][CH2:23][CH2:24][CH:25]([CH2:27][CH2:28][CH:29]=[C:30]([CH3:32])[CH3:31])[CH3:26])[CH2:19][CH2:20][CH3:21].Cl(O)(=O)(=O)=O>C(Cl)Cl>[CH2:18]([O:22][CH2:23][CH2:24][CH:25]([CH3:26])[CH2:27][CH2:28][CH2:29][C:30]([C:15]1[CH:16]=[C:11]([C:8]([CH3:10])([CH2:7][CH2:6][CH2:5][C:3]([O:2][CH3:1])=[O:4])[CH3:9])[CH:12]=[CH:13][C:14]=1[OH:17])([CH3:32])[CH3:31])[CH2:19][CH2:20][CH3:21]. Solvent: C(Cl)Cl (methylene chloride). Reported procedure: 10.3 Parts of 4-(5-methoxycarbonyl-2-methyl-pent-2-yl)-phenol, 4.2 parts of citronellyl n-butyl ether, and 0.5 parts of 70% perchloric acid in 25 parts of methylene chloride were stored at room temperature for 4 days. The work-up followed Example 61 and gave on distillation 2-(8-n-butyloxy-2,6-dimethyl-oct-2-yl)-4-(5-methoxycarbonyl-2-methyl-pent-2-yl)-phenol with b0.8, 228°-36° C. Starting materials: FC1=C(CNC[C@H]2N(C[C@@H](C2)SC(C2=CC=CC=C2)(C2=CC=CC=C2)C2=CC=CC=C2)C2=NC=C(C=N2)CCC)C=C(C=C1)F ((2S,4R)-(2,5-Difluoro-benzyl)-[1-(5-propyl-pyrimidin-2-yl)-4-tritylsulfanyl-pyrrolidin-2-ylmethyl]-amine), C(C)(=O)Cl (acetyl chloride). Run in N1=CC=CC=C1 (pyridine). Run at time 1.5 hour. Yields the product FC1=C(CN(C(C)=O)C[C@H]2N(C[C@@H](C2)SC(C2=CC=CC=C2)(C2=CC=CC=C2)C2=CC=CC=C2)C2=NC=C(C=N2)CCC)C=C(C=C1)F ((2S,4R)-N-(2,5-Difluoro-benzyl)-N-[1-(5-propyl-pyrimidin-2-yl)-4-tritylsulfanyl-pyrrolidin-2-ylmethyl]-acetamide). Isolated yield 99.4%. RXN SMILES: [F:1][C:2]1[CH:44]=[CH:43][C:42]([F:45])=[CH:41][C:3]=1[CH2:4][NH:5][CH2:6][C@@H:7]1[CH2:11][C@@H:10]([S:12][C:13]([C:26]2[CH:31]=[CH:30][CH:29]=[CH:28][CH:27]=2)([C:20]2[CH:25]=[CH:24][CH:23]=[CH:22][CH:21]=2)[C:14]2[CH:19]=[CH:18][CH:17]=[CH:16][CH:15]=2)[CH2:9][N:8]1[C:32]1[N:37]=[CH:36][C:35]([CH2:38][CH2:39][CH3:40])=[CH:34][N:33]=1.[C:46](Cl)(=[O:48])[CH3:47]>N1C=CC=CC=1>[F:1][C:2]1[CH:44]=[CH:43][C:42]([F:45])=[CH:41][C:3]=1[CH2:4][N:5]([CH2:6][C@@H:7]1[CH2:11][C@@H:10]([S:12][C:13]([C:14]2[CH:15]=[CH:16][CH:17]=[CH:18][CH:19]=2)([C:26]2[CH:31]=[CH:30][CH:29]=[CH:28][CH:27]=2)[C:20]2[CH:21]=[CH:22][CH:23]=[CH:24][CH:25]=2)[CH2:9][N:8]1[C:32]1[N:33]=[CH:34][C:35]([CH2:38][CH2:39][CH3:40])=[CH:36][N:37]=1)[C:46](=[O:48])[CH3:47]. Reported procedure: 160 mg (0.258 mmol) (2S,4R)-(2,5-Difluoro-benzyl)-[1-(5-propyl-pyrimidin-2-yl)-4-tritylsulfanyl-pyrrolidin-2-ylmethyl]-amine in 2 ml pyridine were treated with 37 μl (0.52 mmol) acetyl chloride at 0° C. The solution was stirred at RT for 1.5 h, poured on ice water and was extracted with EtOAc. The combined organic layers were washed with 1N HCl and brine, dried over Na2SO4 and were evaporated. Column chromatography with EtOAc:hexane 1:2 to 1:1 yielded 170 mg (quant) (2S,4R)-N-(2,5-Difluoro-benzy... As a reaction SMILES: Br[C:2]1[CH:23]=[CH:22][C:5]2[N:6]=[C:7]([NH:10][CH:11]3[C:19]4[C:14](=[CH:15][CH:16]=[CH:17][C:18]=4[O:20][CH3:21])[CH2:13][CH2:12]3)[O:8][CH2:9][C:4]=2[CH:3]=1.[NH2:24][C:25]1[CH:30]=[CH:29][CH:28]=[C:27]([C:31]([F:34])([F:33])[F:32])[N:26]=1>>[CH3:21][O:20][C:18]1[CH:17]=[CH:16][CH:15]=[C:14]2[C:19]=1[CH:11]([NH:10][C:7]1[O:8][CH2:9][C:4]3[CH:3]=[C:2]([NH:24][C:25]4[CH:30]=[CH:29][CH:28]=[C:27]([C:31]([F:33])([F:32])[F:34])[N:26]=4)[CH:23]=[CH:22][C:5]=3[N:6]=1)[CH2:12][CH2:13]2. Isolated yield 63.4%. The reactants are BrC1=CC2=C(N=C(OC2)NC2CCC3=CC=CC(=C23)OC)C=C1 (rac-(6-Bromo-4H-benzo[d][1,3]oxazin-2-yl)-(7-methoxy-indan-1-yl)-amine), NC1=NC(=CC=C1)C(F)(F)F (2-amino-6-trifluoromethyl-pyridine). Reported procedure: The title compound (144 mg, 63%), light brown foam, MS (ISP): m/e=455.3 (M+H+), was prepared in accordance with the general method of Example 35 from rac-(6-bromo-4H- benzo[d][1,3]oxazin-2-yl)-(7-methoxy-indan-1-yl)-amine (Example 74) (187 mg, 0.5 mmol) an commercially available 2-amino-6-trifluoromethyl-pyridine (162 mg, 1.0 mmol). Product: COC=1C=CC=C2CCC(C12)NC=1OCC2=C(N1)C=CC(=C2)NC2=NC(=CC=C2)C(F)(F)F (rac-N2-(7-Methoxy-indan-1-yl)-N6-(6-trifluoromethyl-pyridin-2-yl)-4H-benzo[d][1,3]oxazine-2,6-diamine). Reactants: [Br-], C1CCOC1, CN(C)P(=O)(N(C)C)N(C)C, [K+], CC(C)=CCCCCOS(=O)(=O)c1ccc(C)cc1, C1COCCOCCOCCOCCOCCO1, O. The product is CC(C)=CCCCCBr. As a reaction SMILES: [Br-:32].[CH2:51]1[O:52][CH2:53][CH2:54][CH2:55]1.[CH3:20][N:21]([CH3:22])[P:23]([N:24]([CH3:25])[CH3:26])([N:27]([CH3:28])[CH3:29])=[O:30].[K+:31].[O:1]([S:2]([c:3]1[cH:4][cH:5][c:6]([CH3:7])[cH:8][cH:9]1)(=[O:10])=[O:11])[CH2:12][CH2:13][CH2:14][CH2:15][CH:16]=[C:17]([CH3:18])[CH3:19].[O:33]1[CH2:34][CH2:35][O:36][CH2:37][CH2:38][O:39][CH2:40][CH2:41][O:42][CH2:43][CH2:44][O:45][CH2:46][CH2:47][O:48][CH2:49][CH2:50]1.[OH2:56]>>[CH2:12]([CH2:13][CH2:14][CH2:15][CH:16]=[C:17]([CH3:18])[CH3:19])[Br:32]. The reactants are [Br-].C1(=CC=C(C=C1)[Zn+])C (p-tolylzinc bromide), CS(=O)(=O)OC1=C(C(=O)OC)C=CC=C1 (methyl 2-(methanesulfonyloxy)benzoate), Cl (hydrochloric acid), [Cl-].[Li+] (lithium chloride). Reagents/catalysts: C(CCC)[Li] (n-butyllithium), [Ni](Cl)Cl (nickel chloride), C1(=CC=CC=C1)P(C1=CC=CC=C1)C1=CC=CC=C1 (triphenylphosphine). Run in O1CCCC1 (tetrahydrofuran), O (water), O1CCCC1 (tetrahydrofuran). Reaction conditions: time 12 hour. Product: CC1=CC=C(C=C1)C1=C(C(=O)OC)C=CC=C1 (methyl 2-(4-methylphenyl)benzoate). Isolated yield 82.0%. As a reaction SMILES: CS(O[C:6]1[CH:15]=[CH:14][CH:13]=[CH:12][C:7]=1[C:8]([O:10][CH3:11])=[O:9])(=O)=O.[Br-].[C:17]1([CH3:24])[CH:22]=[CH:21][C:20]([Zn+])=[CH:19][CH:18]=1.[Cl-].[Li+].Cl>O1CCCC1.[Ni](Cl)Cl.C1(P(C2C=CC=CC=2)C2C=CC=CC=2)C=CC=CC=1.C([Li])CCC.O>[CH3:24][C:17]1[CH:22]=[CH:21][C:20]([C:6]2[CH:15]=[CH:14][CH:13]=[CH:12][C:7]=2[C:8]([O:10][CH3:11])=[O:9])=[CH:19][CH:18]=1 |f:1.2,3.4|. Procedure: A mixture of nickel chloride (0.11 g, 0.85 mmoles), triphenylphosphine (0.44 g, 1.7 mmoles), and dry tetrahydrofuran (25 ml), at room temperature and under inert atmosphere (nitrogen), is added with 1.6 M n-butyllithium (1.1 ml; 1.7 mmoles); the mixture is kept under stirring for 15′, then added with methyl 2-(methanesulfonyloxy)benzoate (10.1 g, 44 mmoles, prepared as described in Example 3) dissolved in dry tetrahydrofuran (10 ml). After further 15′ under stirring, the resulting mixture is add...